Task: describe an organic reaction: reactants, conditions, products, and yield. Dataset: the Open Reaction Database (ORD), a public repository of structured organic reaction records Reactants: CC(C)c1oc2cc(O)ccc2c(=O)c1Br, O=[N+]([O-])O, O=S(=O)(O)O. Yields the product CC(C)c1oc2c([N+](=O)[O-])c(O)ccc2c(=O)c1Br. Reaction SMILES: [Br:1][c:2]1[c:3]([CH:14]([CH3:15])[CH3:16])[o:4][c:5]2[cH:6][c:7]([OH:13])[cH:8][cH:9][c:10]2[c:11]1=[O:12].[OH:17][N+:18]([O-:19])=[O:20].[S:21](=[O:22])(=[O:23])([OH:24])[OH:25]>>[Br:1][c:2]1[c:3]([CH:14]([CH3:15])[CH3:16])[o:4][c:5]2[c:6]([N+:18](=[O:17])[O-:19])[c:7]([OH:13])[cH:8][cH:9][c:10]2[c:11]1=[O:12]. The reactants are C(#C)C1(CCCCCC1)O (1-ethynylcycloheptanol), BrC=1C=C(C=CC1)CCCNC(C(F)(F)F)=O (N-(3-(3-bromophenyl)propyl)-2,2,2-trifluoroacetamide). Yields the product FC(C(=O)NCCCC1=CC(=CC=C1)C#CC1(CCCCCC1)O)(F)F (2,2,2-trifluoro-N-(3-(3-((1-hydroxycycloheptyl)ethynyl)phenyl)propyl)acetamide). As a reaction SMILES: [C:1]([C:3]1([OH:10])[CH2:9][CH2:8][CH2:7][CH2:6][CH2:5][CH2:4]1)#[CH:2].Br[C:12]1[CH:13]=[C:14]([CH2:18][CH2:19][CH2:20][NH:21][C:22](=[O:27])[C:23]([F:26])([F:25])[F:24])[CH:15]=[CH:16][CH:17]=1>>[F:24][C:23]([F:25])([F:26])[C:22]([NH:21][CH2:20][CH2:19][CH2:18][C:14]1[CH:15]=[CH:16][CH:17]=[C:12]([C:2]#[C:1][C:3]2([OH:10])[CH2:9][CH2:8][CH2:7][CH2:6][CH2:5][CH2:4]2)[CH:13]=1)=[O:27]. Procedure: Coupling of 1-ethynylcycloheptanol with bromide 3, following the method used to prepare Example 17 gave 2,2,2-trifluoro-N-(3-(3-((1-hydroxycycloheptyl)ethynyl)phenyl)propyl)acetamide as a pale yellow oil. Yield (1.78 g, 60%): 1H NMR (400 MHz, DMSO-d6) δ 9.40 (s, 1H), 7.26 (t, J=7.6, 1H), 7.17-7.22 (m, 3H), 5.26 (s, 1H), 3.16 (q, J=6.0 Hz, 2H), 2.56 (t, J=7.2 Hz, 2H), 1.91-1.97 (m, 2H), 1.73-1.79 (m, 4H), 1.45-1.63 (m, 8H). Reactants: Cl.NC=1NC2=C(N1)C=CC(=C2)C#N (2-Amino-3H-benzoimidazole-5-carbonitril hydrochloride), Cl.C(C)N=C=NCCCN(C)C (1-Ethyl-3-(3-dimethylaminopropyl) carbodiimide hydrochloride), ON1N=NC2=C1C=CC=C2 (1-Hydroxybenzotriazole), FC=1C=C(C=CC1)C1C(C1)C(=O)O (2-(3-Fluoro-phenyl)-cyclopropanecarboxylic acid). The solvent is CN(C)C=O (DMF). Reaction conditions: time 30 minute. Product: C(#N)C=1C=CC2=C(NC(=N2)NC(=O)C2C(C2)C2=CC(=CC=C2)F)C1 (2-(3-Fluoro-phenyl)-cyclopropanecarboxylic acid (6-cyano-1H-benzoimidazol-2-yl)-amide). RXN SMILES: [F:1][C:2]1[CH:3]=[C:4]([CH:8]2[CH2:10][CH:9]2[C:11]([OH:13])=O)[CH:5]=[CH:6][CH:7]=1.Cl.C(N=C=NCCCN(C)C)C.ON1C2C=CC=CC=2N=N1.Cl.[NH2:37][C:38]1[NH:39][C:40]2[CH:46]=[C:45]([C:47]#[N:48])[CH:44]=[CH:43][C:41]=2[N:42]=1>CN(C=O)C>[C:47]([C:45]1[CH:44]=[CH:43][C:41]2[N:42]=[C:38]([NH:37][C:11]([CH:9]3[CH2:10][CH:8]3[C:4]3[CH:5]=[CH:6][CH:7]=[C:2]([F:1])[CH:3]=3)=[O:13])[NH:39][C:40]=2[CH:46]=1)#[N:48] |f:1.2,4.5|. Reported procedure: 2-(3-Fluoro-phenyl)-cyclopropanecarboxylic acid 2 (90 mg, 0.50 mmol) was dissolved in 10 ml DMF. 115 mg (0.6 mmol) 1-Ethyl-3-(3-dimethylaminopropyl) carbodiimide hydrochloride (EDC) and 81 mg (0.6 mmol) 1-Hydroxybenzotriazole (HOBT) were added. The mixture was stirred for 30 min at room temperature (RT). Then 97 mg (0.5 mmol) 2-Amino-3H-benzoimidazole-5-carbonitril hydrochloride 1 were added to the mixture, which was stirred for 16 h at RT. After removing the solvent in vacuo, 20 ml water were a...